Dataset: the Open Reaction Database (ORD), a public repository of structured organic reaction records. Task: describe an organic reaction: reactants, conditions, products, and yield The reactants are BrBr (Bromine), C1(CC1)SC1=C(C=CC=C1)C (1-(cyclopropylsulfanyl)-2-methylbenzene), S(=S)(=O)([O-])[O-].[Na+].[Na+] (sodium thiosulfate). The solvent is C(C)(=O)O (acetic acid), [Cl-].[Na+].O (brine). Reaction conditions: time 17 hour. Yields the product BrC1=CC(=C(C=C1)SC1CC1)C (4-Bromo-1-(cyclopropylsulfanyl)-2-methylbenzene). Yield: 80.0%. As a reaction SMILES: [Br:1]Br.[CH:3]1([S:6][C:7]2[CH:12]=[CH:11][CH:10]=[CH:9][C:8]=2[CH3:13])[CH2:5][CH2:4]1.S([O-])([O-])(=O)=S.[Na+].[Na+]>C(O)(=O)C.[Cl-].[Na+].O>[Br:1][C:10]1[CH:11]=[CH:12][C:7]([S:6][CH:3]2[CH2:5][CH2:4]2)=[C:8]([CH3:13])[CH:9]=1 |f:2.3.4,6.7.8|. Procedure: Bromine (0.42 mL) was added to a solution of 1-(cyclopropylsulfanyl)-2-methylbenzene (1.35 g) in acetic acid (10 mL) under ice-cooling, and the mixture was stirred at room temperature for 17 hours. The reaction solution was ice-cooled and a saturated sodium thiosulfate solution and brine were added, followed by extraction with ethyl acetate. The organic layer was dried over anhydrous magnesium sulfate and filtered. The solvent was then evaporated under reduced pressure. The residue was purified ...